Dataset: the Open Reaction Database (ORD), a public repository of structured organic reaction records. Task: describe an organic reaction: reactants, conditions, products, and yield Reactants: C[C@]12CC[C@@]3([C@@H]([C@H]2CC[C@@H]2[C@]4(CC=C(C([C@@H]4CC[C@@]12C)(C)C)C1=CC=C(C(=O)OC)C=C1)C)[C@@H](CC3)C(=C)C)NC(=S)N (methyl 4-((1R,3aS,5aR,5bR,7aR,11aS,11bR,13aR,13bR)-5a,5b,8,8,11a-pentamethyl-1-(prop-1-en-2-yl)-3a-thioureido-2,3,3a,4,5,5a,5b,6,7,7a,8,11,11a,11b,12,13,13a,13b-octadecahydro-1H-cyclopenta[a]chrysen-9-yl)benzoate), C(C)(C)N(C(C)C)CC (N,N-diisopropylethylamine), BrCC(=O)C1=CSC=C1 (2-bromo-1-(thiophen-3-yl)ethanone), C[C@]12CC[C@@]3([C@@H]([C@H]2CC[C@@H]2[C@]4(CC=C(C([C@@H]4CC[C@@]12C)(C)C)C1=CC=C(C(=O)OC)C=C1)C)[C@@H](CC3)C(=C)C)NC=3SC=C(N3)C3=CSC=C3 (methyl 4-((1R,3aS,5aR,5bR,7aR,11aS,11bR,13aR,13bR)-5a,5b,8,8,11a-pentamethyl-1-(prop-1-en-2-yl)-3a-(4-(thiophen-3-yl)thiazol-2-ylamino)-2,3,3a,4,5,5a,5b,6,7,7a,8,11,11a,11b,12,13,13a,13b-octadecahydro-1H-cyclopenta[a]chrysen-9-yl)benzoate). Solvent: CN(C)C=O (DMF), O (H2O). Conditions: time 8 hour. Product: C[C@]12CC[C@@]3([C@@H]([C@H]2CC[C@@H]2[C@]4(CC=C(C([C@@H]4CC[C@@]12C)(C)C)C1=CC=C(C(=O)OC)C=C1)C)[C@@H](CC3)C(=C)C)N(C=3SC=C(N3)C3=CSC=C3)CC(C3=CSC=C3)=O (methyl 4-((1R,3aS,5aR,5bR,7aR,11aS,11bR,13aR,13bR)-5a,5b,8,8,11a-pentamethyl-3a-((2-oxo-2-(thiophen-3-yl)ethyl)(4-(thiophen-3-yl)thiazol-2-yl)amino)-1-(prop-1-en-2-yl)-2,3,3a,4,5,5a,5b,6,7,7a,8,11,11a,11b,12,13,13a,13b-octadecahydro-1H-cyclopenta[a]chrysen-9-yl)benzoate). Isolated yield 82.0%. RXN SMILES: C[C@]12[C@@]3(C)[C@@H]([C@]4(C)[C@@H](CC3)C(C)(C)C(C3C=CC(C(OC)=O)=CC=3)=CC4)CC[C@@H]1[C@H]1[C@H](C(C)=C)CC[C@]1(NC(N)=S)CC2.C(N(CC)C(C)C)(C)C.Br[CH2:54][C:55]([C:57]1[CH:61]=[CH:60][S:59][CH:58]=1)=[O:56].[CH3:62][C@:63]12[C@@:80]3([CH3:81])[C@@H:71]([C@:72]4([CH3:94])[C@@H:77]([CH2:78][CH2:79]3)[C:76]([CH3:83])([CH3:82])[C:75]([C:84]3[CH:93]=[CH:92][C:87]([C:88]([O:90][CH3:91])=[O:89])=[CH:86][CH:85]=3)=[CH:74][CH2:73]4)[CH2:70][CH2:69][C@@H:68]1[C@H:67]1[C@H:95]([C:98]([CH3:100])=[CH2:99])[CH2:96][CH2:97][C@:66]1([NH:101][C:102]1[S:103][CH:104]=[C:105]([C:107]3[CH:111]=[CH:110][S:109][CH:108]=3)[N:106]=1)[CH2:65][CH2:64]2>CN(C=O)C.O>[CH3:62][C@:63]12[C@@:80]3([CH3:81])[C@@H:71]([C@:72]4([CH3:94])[C@@H:77]([CH2:78][CH2:79]3)[C:76]([CH3:82])([CH3:83])[C:75]([C:84]3[CH:93]=[CH:92][C:87]([C:88]([O:90][CH3:91])=[O:89])=[CH:86][CH:85]=3)=[CH:74][CH2:73]4)[CH2:70][CH2:69][C@@H:68]1[C@H:67]1[C@H:95]([C:98]([CH3:100])=[CH2:99])[CH2:96][CH2:97][C@:66]1([N:101]([CH2:54][C:55](=[O:56])[C:57]1[CH:61]=[CH:60][S:59][CH:58]=1)[C:102]1[S:103][CH:104]=[C:105]([C:107]3[CH:111]=[CH:110][S:109][CH:108]=3)[N:106]=1)[CH2:65][CH2:64]2. Procedure: To a solution of methyl 4-((1R,3aS,5aR,5bR,7aR,11aS,11bR,13aR,13bR)-5a,5b,8,8,11a-pentamethyl-1-(prop-1-en-2-yl)-3a-thioureido-2,3,3a,4,5,5a,5b,6,7,7a,8,11,11a,11b,12,13,13a,13b-octadecahydro-1H-cyclopenta[a]chrysen-9-yl)benzoate (150 mg, 0.249 mmol) in DMF (3 mL) was added N,N-diisopropylethylamine (0.217 mL, 1.244 mmol) and 2-bromo-1-(thiophen-3-yl)ethanone (77 mg, 0.373 mmol). The reaction mixture was stirred at rt overnight. After 18 h, the reaction mixture was poured into a separatory funne... The product is COc1cc2c(Nc3ccc4cn[nH]c4c3)c(C#N)cnc2cc1OCCN1CCOCC1. Reaction SMILES: [CH2:31]1[CH2:32][O:33][CH2:34][CH2:35][NH:36]1.[Cl:1][CH2:2][CH2:3][O:4][c:5]1[c:6]([O:27][CH3:28])[cH:7][c:8]2[c:9]([NH:17][c:18]3[cH:19][cH:20][c:21]4[cH:22][n:23][nH:24][c:25]4[cH:26]3)[c:10]([C:15]#[N:16])[cH:11][n:12][c:13]2[cH:14]1.[I-:30].[Na+:29]>>[CH2:2]([CH2:3][O:4][c:5]1[c:6]([O:27][CH3:28])[cH:7][c:8]2[c:9]([NH:17][c:18]3[cH:19][cH:20][c:21]4[cH:22][n:23][nH:24][c:25]4[cH:26]3)[c:10]([C:15]#[N:16])[cH:11][n:12][c:13]2[cH:14]1)[N:36]1[CH2:31][CH2:32][O:33][CH2:34][CH2:35]1. The reactants are C1COCCN1, COc1cc2c(Nc3ccc4cn[nH]c4c3)c(C#N)cnc2cc1OCCCl, [I-], [Na+]. Starting materials: [N+](=O)([O-])C1=C(C=CC=C1)O (2-Nitrophenol), C(CC)OCBr (bromomethyl propyl ether), C([O-])([O-])=O.[K+].[K+] (potassium carbonate). Solvent: CC(=O)C (acetone). The product is C(CC)OCOC1=C(C=CC=C1)[N+](=O)[O-] (2-propoxymethoxynitrobenzene). Reaction SMILES: [N+:1]([C:4]1[CH:9]=[CH:8][CH:7]=[CH:6][C:5]=1[OH:10])([O-:3])=[O:2].[CH2:11]([O:14][CH2:15]Br)[CH2:12][CH3:13].C(=O)([O-])[O-].[K+].[K+]>CC(C)=O>[CH2:11]([O:14][CH2:15][O:10][C:5]1[CH:6]=[CH:7][CH:8]=[CH:9][C:4]=1[N+:1]([O-:3])=[O:2])[CH2:12][CH3:13] |f:2.3.4|. Procedure: 2-Nitrophenol, bromomethyl propyl ether, anhydrous potassium carbonate and acetone were reacted according to the procedure outlined in Example 1 to yield 2-propoxymethoxynitrobenzene, which was reduced to the corresponding aniline, and isolated by a vacuum distillation. Starting materials: CCc1nc(C(=O)NC)c2n1CCNC2CCc1ccc(C(F)(F)F)cc1, CNC(=O)C(OS(=O)(=O)c1ccc(C)cc1)c1ccccc1. The product is CCc1nc(C(=O)NC)c2n1CCN(C(C(=O)NC)c1ccccc1)C2CCc1ccc(C(F)(F)F)cc1. RXN SMILES: [CH3:1][NH:2][C:3](=[O:4])[c:5]1[n:6][c:7]([CH2:26][CH3:27])[n:8]2[c:9]1[CH:10]([CH2:14][CH2:15][c:16]1[cH:17][cH:18][c:19]([C:22]([F:23])([F:24])[F:25])[cH:20][cH:21]1)[NH:11][CH2:12][CH2:13]2.[CH3:28][NH:29][C:30](=[O:31])[CH:32]([c:33]1[cH:34][cH:35][cH:36][cH:37][cH:38]1)[O:39][S:40]([c:41]1[cH:42][cH:43][c:44]([CH3:45])[cH:46][cH:47]1)(=[O:48])=[O:49]>>[CH3:1][NH:2][C:3](=[O:4])[c:5]1[n:6][c:7]([CH2:26][CH3:27])[n:8]2[c:9]1[CH:10]([CH2:14][CH2:15][c:16]1[cH:17][cH:18][c:19]([C:22]([F:23])([F:24])[F:25])[cH:20][cH:21]1)[N:11]([CH:32]([C:30]([NH:29][CH3:28])=[O:31])[c:33]1[cH:34][cH:35][cH:36][cH:37][cH:38]1)[CH2:12][CH2:13]2. Starting materials: O=C1OC2CC1C(c1ccccc1Br)CC2Br, C[O-], CO, Cl, [Na+]. Yields the product COC(=O)C1CC(O)C(Br)CC1c1ccccc1Br. RXN SMILES: [Br:4][CH:5]1[CH2:6][CH:7]([c:14]2[c:15]([Br:20])[cH:16][cH:17][cH:18][cH:19]2)[CH:8]2[C:9](=[O:13])[O:10][CH:11]1[CH2:12]2.[CH3:1][O-:2].[CH3:22][OH:23].[ClH:21].[Na+:3]>>[CH3:1][O:2][C:9]([CH:8]1[CH:7]([c:14]2[c:15]([Br:20])[cH:16][cH:17][cH:18][cH:19]2)[CH2:6][CH:5]([Br:4])[CH:11]([OH:10])[CH2:12]1)=[O:13]. Starting materials: FC1=CC=C(OCCC(=O)O)C=C1 (3-(4-fluorophenoxy)propionic acid), ice. Solvent: S(O)(O)(=O)=O (sulfuric acid). Conditions: time 1 hour. The product is FC=1C=C2C(CCOC2=CC1)=O (6-fluoro-4-chromanone). The yield is 75.9%. Reaction SMILES: [F:1][C:2]1[CH:13]=[CH:12][C:5]([O:6][CH2:7][CH2:8][C:9]([OH:11])=O)=[CH:4][CH:3]=1>S(=O)(=O)(O)O>[F:1][C:2]1[CH:3]=[C:4]2[C:5](=[CH:12][CH:13]=1)[O:6][CH2:7][CH2:8][C:9]2=[O:11]. Procedure details: A mixture of 30.0 g (163.0 mmol) of 3-(4-fluorophenoxy)propionic acid and 180 ml of concentrated sulfuric acid was stirred for 1 hour at room temperature and then the reaction mixture was poured into 700 g of ice to deposit immediately a white crystal. The white crystal was collected by filtration, washed with water and dried in air, and the resultant was recrystallized from ethanol to give 20.55 g of 6-fluoro-4-chromanone as a white crystal (yield: 76%). Reactants: N1C(NC2=C1C=CC=C2)=S (1,3-Dihydro-benzimidazole-2-thione), [H-].[Na+] (sodium hydride), ClC=1SC(=CN1)C=O (2-Chloro-1,3-thiazole-5-carbaldehyde). Run in O1CCCC1 (tetrahydrofuran). Product: N1C(=NC2=C1C=CC=C2)SC=2SC(=CN2)C=O (2-(1H-benzimidazol-2-ylsulfanyl)-thiazole-5-carbaldehyde). Isolated yield 70.7%. As a reaction SMILES: [NH:1]1[C:5]2[CH:6]=[CH:7][CH:8]=[CH:9][C:4]=2[NH:3][C:2]1=[S:10].[H-].[Na+].Cl[C:14]1[S:15][C:16]([CH:19]=[O:20])=[CH:17][N:18]=1>O1CCCC1>[NH:1]1[C:5]2[CH:6]=[CH:7][CH:8]=[CH:9][C:4]=2[N:3]=[C:2]1[S:10][C:14]1[S:15][C:16]([CH:19]=[O:20])=[CH:17][N:18]=1 |f:1.2|. Reported procedure: 1,3-Dihydro-benzimidazole-2-thione (1.0 g, 6.66 mmol) is suspended into 50 mL of tetrahydrofuran under argon. Then, 479 mg (9.99 mmol) of sodium hydride is added. The reaction mixture is stirred at room temperature until gas evolution has ceased. 2-Chloro-1,3-thiazole-5-carbaldehyde (983 mg, 6.66 mmol) is then added and the reaction mixture is stirred at room temperature for 2 h, upon which it is filtered. The solid is washed with tetrahydrofuran and dried under reduced pressure. The residue is ... Starting materials: Br, O=C1c2ccc(O)c(O)c2CCC1NC1CCCC1, O. The product is Br, Oc1ccc2c(c1O)CCC(NC1CCCC1)C2O. As a reaction SMILES: [BrH:1].[CH:2]1([NH:7][CH:8]2[C:9](=[O:20])[c:10]3[cH:11][cH:12][c:13]([OH:19])[c:14]([OH:18])[c:15]3[CH2:16][CH2:17]2)[CH2:3][CH2:4][CH2:5][CH2:6]1.[OH2:21]>>[BrH:1].[CH:2]1([NH:7][CH:8]2[CH:9]([OH:20])[c:10]3[cH:11][cH:12][c:13]([OH:19])[c:14]([OH:18])[c:15]3[CH2:16][CH2:17]2)[CH2:3][CH2:4][CH2:5][CH2:6]1. The reactants are ClC=1C=C(CN2CC(OCC2)CNC(OC2=CC=C(C=C2)[N+](=O)[O-])=O)C=CC1Cl (4-Nitrophenyl [4-(3,4-dichlorobenzyl)morpholin-2-yl]methylcarbamate), C(C#C)N (propargylamine), ClCCl (dichloromethane). Solvent: C(C)N(CC)CC (triethylamine). Yields the product ClC=1C=C(CN2CC(OCC2)CNC(=O)NCC#C)C=CC1Cl (N-{[4-(3,4-Dichlorobenzyl)morpholin-2-yl]methyl}-N′-prop-2-ynylurea). The yield is 86.5%. As a reaction SMILES: [Cl:1][C:2]1[CH:3]=[C:4]([CH:26]=[CH:27][C:28]=1[Cl:29])[CH2:5][N:6]1[CH2:11][CH2:10][O:9][CH:8]([CH2:12][NH:13][C:14](=[O:25])OC2C=CC([N+]([O-])=O)=CC=2)[CH2:7]1.[CH2:30]([NH2:33])[C:31]#[CH:32].ClCCl>C(N(CC)CC)C>[Cl:1][C:2]1[CH:3]=[C:4]([CH:26]=[CH:27][C:28]=1[Cl:29])[CH2:5][N:6]1[CH2:11][CH2:10][O:9][CH:8]([CH2:12][NH:13][C:14]([NH:33][CH2:30][C:31]#[CH:32])=[O:25])[CH2:7]1. Reported procedure: Example 56 was prepared in an analogous manner to Example 43 from Intermediate 10 (0.040 g) and propargylamine (0.006 g) using dichloromethane and triethylamine at a temperature of 22° C. to yield the title compound (0.028 g). The reactants are CC=1NC2=CC=C(C(=C2C1)C(F)(F)F)C#N (2-methyl-4-(trifluoromethyl)-1H-indole-5-carbonitrile), ClCCCO (3-chloro-1-propanol). Yields the product OCCCN1C(=CC2=C(C(=CC=C12)C#N)C(F)(F)F)C (1-(3-Hydroxypropyl)-2-methyl-4-(trifluoromethyl)-1H-indole-5-carbonitrile). RXN SMILES: [CH3:1][C:2]1[NH:3][C:4]2[C:9]([CH:10]=1)=[C:8]([C:11]([F:14])([F:13])[F:12])[C:7]([C:15]#[N:16])=[CH:6][CH:5]=2.Cl[CH2:18][CH2:19][CH2:20][OH:21]>>[OH:21][CH2:20][CH2:19][CH2:18][N:3]1[C:4]2[C:9](=[C:8]([C:11]([F:12])([F:14])[F:13])[C:7]([C:15]#[N:16])=[CH:6][CH:5]=2)[CH:10]=[C:2]1[CH3:1]. Procedure: Synthesized as described in Example 4 using 2-methyl-4-(trifluoromethyl)-1H-indole-5-carbonitrile (Example 120) and 3-chloro-1-propanol: 1H NMR (400 MHz, CDCl3) δ 7.56 (d, J=8.5 Hz, 1H), 7.46 (d, J=8.5 Hz, 1H), 6.56 (s, 1H), 4.30 (t, J=6.9 Hz, 2H), 3.62 (br, 2H), 2.51 (s, 3H), 1.99 (m, 2H), 1.61 (s, 1H); MS (ES) m/z 283 (M+1).